From a dataset of the Open Reaction Database (ORD), a public repository of structured organic reaction records. describe an organic reaction: reactants, conditions, products, and yield Product: ClC1=CC=C2C=3C(=C(NC13)C1=CC=CC=C1)CCC2=O (8-chloro-2-phenyl-1,3,4,5-tetrahydrobenz[cd]indol-5-one). Reaction SMILES: Cl.[C:2]([C:5]1[CH:6]=[CH:7][C:8]([Cl:13])=[C:9]([NH:11]N)[CH:10]=1)([OH:4])=O.[C:14]([CH:22]([CH2:26][CH3:27])C(O)=O)(=O)[C:15]1[CH:20]=[CH:19][CH:18]=[CH:17][CH:16]=1>O>[Cl:13][C:8]1[C:9]2[NH:11][C:14]([C:15]3[CH:20]=[CH:19][CH:18]=[CH:17][CH:16]=3)=[C:22]3[CH2:26][CH2:27][C:2](=[O:4])[C:5]([C:10]=23)=[CH:6][CH:7]=1 |f:0.1|. Reactants: Cl.C(=O)(O)C=1C=CC(=C(C1)NN)Cl ((5-carboxy-2-chlorophenyl)hydrazine hydrochloride), C(C1=CC=CC=C1)(=O)C(C(=O)O)CC (benzoylbutyric acid). Yield: 107.5%. Solvent: O (water). Procedure details: (5-carboxy-2-chlorophenyl)hydrazine hydrochloride (46 g) and benzoylbutyric acid (39.6 g) were suspended in water (500 ml) and the suspension was heated to reflux for 1 hour and allowed to cool. The crystals precipitated were collected by filtration, washed with methanol and ether, and air-dried to yield 62.4 g (84%) of the titled compound as pale brown crystals. The reactants are C(C)OC(=O)C=1N=C(N(C(C1O)=O)C)C1=C(C=CC=C1)S(N(C)C)(=O)=O (2-(2-dimethylsulfamoyl-phenyl)-5-hydroxy-1-methyl-6-oxo-1,6-dihydro-pyrimidine-4-carboxylic acid ethyl ester), CC=1C=C(CN)C=CC1C (3,4-dimethylbenzylamine). The product is CC=1C=C(CNC(=O)C=2N=C(N(C(C2O)=O)C)C2=C(C=CC=C2)S(N(C)C)(=O)=O)C=CC1C (N-(3,4-dimethylbenzyl)-2-(2-dimethylsulfamoylphenyl)-5-hydroxy-1-methyl-6-oxo-1,6-dihydropyrimidine-4-carboxamide), needles. Isolated yield 60.0%. Reaction SMILES: C([O:3][C:4]([C:6]1[N:7]=[C:8]([C:15]2[CH:20]=[CH:19][CH:18]=[CH:17][C:16]=2[S:21](=[O:26])(=[O:25])[N:22]([CH3:24])[CH3:23])[N:9]([CH3:14])[C:10](=[O:13])[C:11]=1[OH:12])=O)C.[CH3:27][C:28]1[CH:29]=[C:30]([CH:33]=[CH:34][C:35]=1[CH3:36])[CH2:31][NH2:32]>>[CH3:27][C:28]1[CH:29]=[C:30]([CH:33]=[CH:34][C:35]=1[CH3:36])[CH2:31][NH:32][C:4]([C:6]1[N:7]=[C:8]([C:15]2[CH:20]=[CH:19][CH:18]=[CH:17][C:16]=2[S:21](=[O:25])(=[O:26])[N:22]([CH3:24])[CH3:23])[N:9]([CH3:14])[C:10](=[O:13])[C:11]=1[OH:12])=[O:3]. Reported procedure: Prepared according to the procedure described for example 2 from 2-(2-dimethylsulfamoyl-phenyl)-5-hydroxy-1-methyl-6-oxo-1,6-dihydro-pyrimidine-4-carboxylic acid ethyl ester (0.076 g, 0.2 mmol) and 3,4-dimethylbenzylamine (0.14 mL, 1.0 mmol). The title product was obtained as white needles (0.0560 g, 60% yield). 1HNMR (500 MHz, CDCl3) δ: 12.19 (1H, s), 7.91 (1H, dd, J=7.48, 1.68 Hz), 7.71–7.65 (2H, m), 7.61 (1H, m), 7.36 (1H, dd, J=7.48, 1.68 Hz), 7.07 (1H, d, J=7.33 Hz) 7.00 (1H, s), 6.96 (1H, ... The reactants are C([O-])([O-])=O.[K+].[K+] (potassium carbonate), P(=O)(Cl)(Cl)Cl (Phosphoryl chloride), CN(C=O)C (N,N-dimethylformamide), BrC1=CC=C(C=C1)CC(=O)O (4-bromophenylacetic acid). The solvent is O (water), C1(=CC=CC=C1)C (toluene), C(C)O (ethanol). Reaction conditions: temperature 70 celsius. The product is BrC1=CC=C(C=C1)/C(/C=O)=C/N(C)C ((2Z)-2-(4-bromophenyl)-3-(dimethylamino)acrylaldehyde). RXN SMILES: P(Cl)(Cl)(Cl)=O.[CH3:6][N:7]([CH3:10])[CH:8]=O.[Br:11][C:12]1[CH:17]=[CH:16][C:15]([CH2:18][C:19](O)=[O:20])=[CH:14][CH:13]=1.C(=O)([O-])[O-].[K+].[K+]>C1(C)C=CC=CC=1.C(O)C.O>[Br:11][C:12]1[CH:17]=[CH:16][C:15](/[C:18](=[CH:8]/[N:7]([CH3:10])[CH3:6])/[CH:19]=[O:20])=[CH:14][CH:13]=1 |f:3.4.5|. Procedure details: Phosphoryl chloride (55.0 mL, 590 mmol) was added dropwise to N,N-dimethylformamide (80.0 mL) at 0° C. The reaction mixture was stirred at 0° C. for an additional 30 min after which 4-bromophenylacetic acid (43.0 g, 200 mmol) was added portion wise. The resulting mixture was heated at 70° C. overnight. After cooling, the reaction mixture was added slowly to a mixture of ice and water with external cooling. Ice was added intermittently to keep the temperature <10° C. When the quenching was comple... The reactants are OC1=NC=NC(=C1I)CC (4-hydroxy-5-iodo-6-ethylpyrimidine), P(=O)(Cl)(Cl)Cl (phosphorus oxychloride), P(=O)(Cl)(Cl)Cl (phosphorus oxychloride). Reaction conditions: temperature 60 celsius, time 1 hour. Yields the product ClC1=NC=NC(=C1I)CC (4-chloro-5-iodo-6-ethylpyrimidine). RXN SMILES: O[C:2]1[C:7]([I:8])=[C:6]([CH2:9][CH3:10])[N:5]=[CH:4][N:3]=1.P(Cl)(Cl)([Cl:13])=O>>[Cl:13][C:2]1[C:7]([I:8])=[C:6]([CH2:9][CH3:10])[N:5]=[CH:4][N:3]=1. Procedure: 21.7 g (0.087 mol) of 4-hydroxy-5-iodo-6-ethylpyrimidine are stirred into 50 ml of phosphorus oxychloride which has been heated to 60° C., a slightly exothermic reaction taking place. The temperature is kept constant at 60° C. and the mixture is left for one hour to complete the reaction. The mixture is then poured onto ice-water and stirred for 30 minutes in order to hydrolyse completely the excess phosphorus oxychloride. Extraction with ethyl acetate yields 23.5 g of crystalline crude product.... The reactants are C1(O)=CC=C(O)C=C1 (hydroquinone), C([O-])([O-])=O.[K+].[K+] (potassium carbonate), ClC(C(=O)N1OCCC1)C (N-[(±)-2-chloropropionyl]isoxazolidine). The solvent is CN(C=O)C (dimethylformamide). Run at temperature 120 celsius, time 2 hour. Product: OC1=CC=C(OC(C(=O)N2OCCC2)C)C=C1 (N-[(±)-2-(4-hydroxyphenoxy)propionyl]isoxazolidine). The yield is 90.8%. Reaction SMILES: Cl[CH:2]([CH3:10])[C:3]([N:5]1[CH2:9][CH2:8][CH2:7][O:6]1)=[O:4].[C:11]1([CH:18]=[CH:17][C:15]([OH:16])=[CH:14][CH:13]=1)[OH:12].C(=O)([O-])[O-].[K+].[K+]>CN(C)C=O>[OH:12][C:11]1[CH:18]=[CH:17][C:15]([O:16][CH:2]([CH3:10])[C:3]([N:5]2[CH2:9][CH2:8][CH2:7][O:6]2)=[O:4])=[CH:14][CH:13]=1 |f:2.3.4|. Procedure: A mixture of N-[(±)-2-chloropropionyl]isoxazolidine (16.4 g) which was prepared as in Example 1, hydroquinone (13.2 g), anhydrous potassium carbonate (29.0 g) and dimethylformamide (100 ml) was stirred at 120° C. for 2 hours. After cooling, the reaction mixture was filtered through a suction filter to remove solid matters and the filtrate was concentrated in vacuo. The residue was washed with the addition of chloroform and 1 N hydrochloric acid and then with water and dried over anhydrous sodium... Starting materials: C1(\C=C/C(=O)O1)=O (maleic anhydride), ClC1=CC=C2C(=NNC2=C1)N (6-chloro-1H-indazole-3-amine). Solvent: C=1(C(=CC=CC1)C)C (ortho-xylene). Conditions: temperature 145 celsius. The product is ClC1=CC=C2C(=NNC2=C1)NC(C=CC(=O)O)=O (4-[(6-chloro-1H-indazol-3-yl)amino]-4-oxo-2-butenoic acid). The yield is 63.1%. Reaction SMILES: [C:1]1(=[O:7])[O:6][C:4](=[O:5])[CH:3]=[CH:2]1.[Cl:8][C:9]1[CH:17]=[C:16]2[C:12]([C:13]([NH2:18])=[N:14][NH:15]2)=[CH:11][CH:10]=1>C1(C)C(C)=CC=CC=1>[Cl:8][C:9]1[CH:17]=[C:16]2[C:12]([C:13]([NH:18][C:1](=[O:7])[CH:2]=[CH:3][C:4]([OH:6])=[O:5])=[N:14][NH:15]2)=[CH:11][CH:10]=1. Procedure: 585 mg of preground maleic anhydride are added to 1 g of 6-chloro-1H-indazole-3-amine in 30 cm3 of ortho-xylene. The reaction medium is refluxed at 145° C. for ten minutes and then cooled in a water bath. The insoluble material is filtered off and washed successively with 2×25 cm3 of ethyl acetate and then with 2×25 cm3 of diisopropyl ether. The solid is then dried under reduced pressure (90 Pa; 50° C.) to give 1 g of 4-[(6-chloro-1H-indazol-3-yl)amino]-4-oxo-2-butenoic acid (Z form) in the form... The reactants are BrC=1SC(=C(N1)C(NC=1C=NN(C1N1CC[C@@H](CCC1)NC(C(F)(F)F)=O)C)=O)NC(OC(C)(C)C)=O ((R)-tert-butyl 2-bromo-4-(1-methyl-5-(4-(2,2,2-trifluoroacetamido)-azepan-1-yl)-1H-pyrazol-4-ylcarbamoyl)thiazol-5-ylcarbamate), C1(=CCCCCC1)B1OC(C)(C)C(C)(C)O1 (1-cycloheptenylboronic acid pinacol ester). RXN SMILES: Br[C:2]1[S:3][C:4]([NH:30]C(=O)OC(C)(C)C)=[C:5]([C:7](=[O:29])[NH:8][C:9]2[CH:10]=[N:11][N:12]([CH3:28])[C:13]=2[N:14]2[CH2:20][CH2:19][CH2:18][C@@H:17]([NH:21]C(=O)C(F)(F)F)[CH2:16][CH2:15]2)[N:6]=1.[C:38]1(B2OC(C)(C)C(C)(C)O2)[CH2:44][CH2:43][CH2:42][CH2:41][CH2:40][CH:39]=1>>[NH2:30][C:4]1[S:3][C:2]([C:38]2=[CH:39][CH2:40][CH2:41][CH2:42][CH2:43][CH2:44]2)=[N:6][C:5]=1[C:7]([NH:8][C:9]1[CH:10]=[N:11][N:12]([CH3:28])[C:13]=1[N:14]1[CH2:20][CH2:19][CH2:18][C@@H:17]([NH2:21])[CH2:16][CH2:15]1)=[O:29]. Procedure: Following the procedure for Example 350 starting with (R)-tert-butyl 2-bromo-4-(1-methyl-5-(4-(2,2,2-trifluoroacetamido)-azepan-1-yl)-1H-pyrazol-4-ylcarbamoyl)thiazol-5-ylcarbamate and 1-cycloheptenylboronic acid pinacol ester gave 339 as an orange solid (7.0 mg, 14%). 1H NMR (400 MHz, d4-MeOD) δ 7.57 (s, 1H), 6.46 (t, J=6.7 Hz, 1H), 3.74 (s, 3H), 3.31-3.22 (m, 4H), 3.14-3.06 (m, 1H), 2.88-2.82 (m, 2H), 2.39-2.32 (m, 2H), 2.05-1.56 (m, 12H). LCMS (ES+) m/z 430 (M+1) Isolated yield 14.0%. Yields the product NC1=C(N=C(S1)\C\1=C\CCCCC1)C(=O)NC=1C=NN(C1N1CC[C@@H](CCC1)N)C ((R,E)-5-Amino-N-(5-(4-aminoazepan-1-yl)-1-methyl-1H-pyrazol-4-yl)-2-cycloheptenylthiazole-4-carboxamide). Starting materials: CCOC(=O)CCc1cn(Cc2cc(OC)cc(OCc3csc(-c4cnccn4)n3)c2)cc1-c1ccccc1, CCO, Cl, [Na+], C1CCOC1, [OH-]. Yields the product COc1cc(Cn2cc(CCC(=O)O)c(-c3ccccc3)c2)cc(OCc2csc(-c3cnccn3)n2)c1. Reaction SMILES: [CH3:1][O:2][c:3]1[cH:4][c:5]([CH2:6][n:7]2[cH:8][c:9]([CH2:18][CH2:19][C:20](=[O:21])[O:22][CH2:23][CH3:24])[c:10](-[c:12]3[cH:13][cH:14][cH:15][cH:16][cH:17]3)[cH:11]2)[cH:25][c:26]([O:28][CH2:29][c:30]2[n:31][c:32](-[c:35]3[n:36][cH:37][cH:38][n:39][cH:40]3)[s:33][cH:34]2)[cH:27]1.[CH3:49][CH2:50][OH:51].[ClH:48].[Na+:42].[O:43]1[CH2:44][CH2:45][CH2:46][CH2:47]1.[OH-:41]>>[CH3:1][O:2][c:3]1[cH:4][c:5]([CH2:6][n:7]2[cH:8][c:9]([CH2:18][CH2:19][C:20](=[O:21])[OH:22])[c:10](-[c:12]3[cH:13][cH:14][cH:15][cH:16][cH:17]3)[cH:11]2)[cH:25][c:26]([O:28][CH2:29][c:30]2[n:31][c:32](-[c:35]3[n:36][cH:37][cH:38][n:39][cH:40]3)[s:33][cH:34]2)[cH:27]1.